From a dataset of the Open Reaction Database (ORD), a public repository of structured organic reaction records. describe an organic reaction: reactants, conditions, products, and yield The reactants are C(#N)C1=CC=C(C=C1)NC=1N=NC=CC1 (3-[(4-Cyanophenyl)amino]pyridazine), BrC1=CC=C(CBr)C=C1 (4-bromobenzyl bromide). Product: BrC1=CC=C(CN(C2=CC=C(C=C2)C#N)C=2N=NC=CC2)C=C1 (3-[N-(4-Bromobenzyl)-N-(4-cyanophenyl)amino]pyridazine). As a reaction SMILES: [C:1]([C:3]1[CH:8]=[CH:7][C:6]([NH:9][C:10]2[N:11]=[N:12][CH:13]=[CH:14][CH:15]=2)=[CH:5][CH:4]=1)#[N:2].[Br:16][C:17]1[CH:24]=[CH:23][C:20]([CH2:21]Br)=[CH:19][CH:18]=1>>[Br:16][C:17]1[CH:24]=[CH:23][C:20]([CH2:21][N:9]([C:10]2[N:11]=[N:12][CH:13]=[CH:14][CH:15]=2)[C:6]2[CH:5]=[CH:4][C:3]([C:1]#[N:2])=[CH:8][CH:7]=2)=[CH:19][CH:18]=1. Procedure: 3-[(4-Cyanophenyl)amino]pyridazine and 4-bromobenzyl bromide